Dataset: the Open Reaction Database (ORD), a public repository of structured organic reaction records. Task: describe an organic reaction: reactants, conditions, products, and yield Starting materials: ( 20.2 ), NC=1SC(=NN1)SCC1=CC=C(C=C1)Cl (2-amino-5-(4-chlorobenzylthio)-1,3,4-thiadiazole), C(CC(=O)C)(=O)OCC (ethyl acetoacetate), polyphosphoric acid. The solvent is O (water). Conditions: time 45 minute. Yields the product ClC1=CC=C(CSC2=NN3C(=NC(=CC3=O)C)S2)C=C1 (2-(4-chlorobenzylthio)-7-methyl-5H-1,3,4-thiadiazolo[3,2-a]pyrimidin-5-one). The yield is 84.0%. Reaction SMILES: [NH2:1][C:2]1[S:3][C:4]([S:7][CH2:8][C:9]2[CH:14]=[CH:13][C:12]([Cl:15])=[CH:11][CH:10]=2)=[N:5][N:6]=1.[C:16](OCC)(=[O:21])[CH2:17][C:18]([CH3:20])=O>O>[Cl:15][C:12]1[CH:13]=[CH:14][C:9]([CH2:8][S:7][C:4]2[S:3][C:2]3=[N:1][C:18]([CH3:20])=[CH:17][C:16](=[O:21])[N:6]3[N:5]=2)=[CH:10][CH:11]=1. Reported procedure: Twenty point two (20.2) g of the thus obtained 2-amino-5-(4-chlorobenzylthio)-1,3,4-thiadiazole and 12.2 g of ethyl acetoacetate were mixed with 24 g of polyphosphoric acid and the mixture was stirred at 130°~150° C. for 45 minutes. After cooling, water was added to the mixture, the mixture was extracted with chloroform, and the organic layer was washed with a sodium hydrogen carbonate aqueous solution and water respectively. The organic layer was dried over anhydrous sodium sulfate, and the sol... The yield is 93.0%. RXN SMILES: [CH2:1]([N:3]1[C:11]2[C:6](=[CH:7][C:8]([CH2:12][CH2:13][C:14]([O:16]C)=[O:15])=[CH:9][CH:10]=2)[CH2:5][C:4]1=[O:18])[CH3:2].[OH-].[Na+].Cl>CO>[CH2:1]([N:3]1[C:11]2[C:6](=[CH:7][C:8]([CH2:12][CH2:13][C:14]([OH:16])=[O:15])=[CH:9][CH:10]=2)[CH2:5][C:4]1=[O:18])[CH3:2] |f:1.2|. Procedure: To a solution of 12.9 g. (52.2 mmoles) of 1-ethyl-5-(2-carbomethoxyethyl)oxindole in 53 ml. of methanol was added 112.5 ml. of 1N sodium hydroxide solution. After stirring for 1 hour the reaction mixture was acidified by the addition of 165 ml. of 1N hydrochloric acid. The precipitated product was filtered and dried, 11.39 g. (93% yield). The product is C(C)N1C(CC2=CC(=CC=C12)CCC(=O)O)=O (ethyl-5-(2-carboxyethyl)oxindole). Starting materials: C(C)N1C(CC2=CC(=CC=C12)CCC(=O)OC)=O (1-ethyl-5-(2-carbomethoxyethyl)oxindole), [OH-].[Na+] (sodium hydroxide), Cl (hydrochloric acid). Run at time 1 hour. Solvent: CO (methanol). Starting materials: ClC(C1=CC=C(C=C1)Cl)C1=CC=C2C=CC=3OC(C(C3C2=C1)(C)C)=O (8-(α,4-dichlorobenzyl)-1,1-dimethyl-2(1H)-naphtho[2,1-b]furanone), N1N=CN=C1 (1,2,4-triazole), C([O-])([O-])=O.[K+].[K+] (potassium carbonate), C(C)#N (acetonitrile). Solvent: O (water). Product: ClC1=CC=C(C(N2N=CN=C2)C2=CC=C3C=CC=4OC(CC4C3=C2)=O)C=C1 (8-[4-chloro-α-(1H-1,2,4-triazol-1-yl)benzyl]-2(1H)-naphtho[2,1-b]furanone). Reaction SMILES: Cl[CH:2]([C:10]1[CH:22]=[C:21]2[C:13]([CH:14]=[CH:15][C:16]3[O:17][C:18](=[O:25])[C:19](C)(C)[C:20]=32)=[CH:12][CH:11]=1)[C:3]1[CH:8]=[CH:7][C:6]([Cl:9])=[CH:5][CH:4]=1.[NH:26]1[CH:30]=[N:29][CH:28]=[N:27]1.C(=O)([O-])[O-].[K+].[K+].C(#N)C>O>[Cl:9][C:6]1[CH:7]=[CH:8][C:3]([CH:2]([C:10]2[CH:22]=[C:21]3[C:13]([CH:14]=[CH:15][C:16]4[O:17][C:18](=[O:25])[CH2:19][C:20]=43)=[CH:12][CH:11]=2)[N:26]2[CH:30]=[N:29][CH:28]=[N:27]2)=[CH:4][CH:5]=1 |f:2.3.4|. Procedure details: A mixture of 8-(α,4-dichlorobenzyl)-1,1-dimethyl-2(1H)-naphtho[2,1-b]furanone, 1,2,4-triazole (0.3 g), potassium carbonate (0.3 g) and acetonitrile (5 ml) was heated under reflux for 18 h. The mixture was treated with water (20 ml) and extracted with ethyl acetate. The ethyl acetate extract was dried and then evaporated to dryness, and the residue was purified by flash chromatography eluting with methanol:chloroform, 1:99 v/v, to give 8-[4-chloro-α-(1H-1,2,4-triazol-1-yl)benzyl]-2(1H)-naphtho[2,... Reactants: O=C1CC2=C(SC3=C1C=CC=C3)C=CC(=C2)C(C(=O)O)C (2-(10,11-dihydro-10-oxodibenzo[b,f]thiepin-2-yl)propionic acid), NC1=C(C=C(C=C1)C(C(=O)O)C)CC(=O)O (2-(4-amino-3-carboxymethylphenyl)propionic acid), C(C=1C(S)=CC=CC1)(=O)O (thiosalicylic acid). Product: C(=O)(O)CC=1C=C(C=CC1SC1=C(C=CC=C1)C(=O)O)C(C(=O)O)C (2-[3-carboxymethyl-4-(2-carboxyphenylthio)phenyl]propionic acid). As a reaction SMILES: O=C1C2C=CC=CC=2SC2C=CC(C(C)C(O)=O)=CC=2C1.N[C:23]1[CH:28]=[CH:27][C:26]([CH:29]([CH3:33])[C:30]([OH:32])=[O:31])=[CH:25][C:24]=1[CH2:34][C:35]([OH:37])=[O:36].[C:38]([OH:47])(=[O:46])[C:39]1[C:40](=[CH:42][CH:43]=[CH:44][CH:45]=1)[SH:41]>>[C:35]([CH2:34][C:24]1[CH:25]=[C:26]([CH:29]([CH3:33])[C:30]([OH:32])=[O:31])[CH:27]=[CH:28][C:23]=1[S:41][C:40]1[CH:42]=[CH:43][CH:44]=[CH:45][C:39]=1[C:38]([OH:47])=[O:46])([OH:37])=[O:36]. Procedure: The invention further resides in a process for preparing 2-(10,11-dihydro-10-oxodibenzo[b,f]thiepin-2-yl)propionic acid which comprises subjecting 2-(4-amino-3-carboxymethylphenyl)propionic acid or its salt to diazotization and subsequent reaction with thiosalicylic acid to produce 2-[3-carboxymethyl-4-(2-carboxyphenylthio)phenyl]propionic acid or its salt, esterifying the product to give a 2-[3-(lower)alkoxycarbonylmethyl-4-(2-(lower)alkoxycarbonylphenylthio)phenyl]propionic acid (lower)alkyl e...